Dataset: the Open Reaction Database (ORD), a public repository of structured organic reaction records. Task: describe an organic reaction: reactants, conditions, products, and yield The reactants are [Si]([O-])([O-])([O-])[O-].[Na+].[Na+].[Na+].[Na+] (sodium silicate), Na2O, SiO2, NC1=CC=C(C(=O)O)C=C1 (para-aminobenzoic acid), S(=O)(=O)(OCCCCCCCCCCCC)[O-].[Na+] (sodium lauryl sulphate), C(C)(=O)OOC(C)=O (acetyl peroxide), C(C1=CC=CC=C1)(=O)OOC(C1=CC=CC=C1)=O (benzoyl peroxide), C(=C)(Cl)Cl (vinylidene chloride). Yields the product [Si]([O-])([O-])([O-])[O-].[Na+].[Na+].[Na+].[Na+].C(=C)(Cl)Cl (sodium silicate vinylidene chloride). RXN SMILES: [Si:1]([O-:5])([O-:4])([O-:3])[O-:2].[Na+:6].[Na+].[Na+].[Na+].NC1C=CC(C(O)=O)=CC=1.S([O-])(OCCCCCCCCCCCC)(=O)=O.[Na+].C(OOC(=O)C)(=O)C.C(OOC(=O)C1C=CC=CC=1)(=O)C1C=CC=CC=1.[C:64]([Cl:67])([Cl:66])=[CH2:65]>>[Si:1]([O-:5])([O-:4])([O-:3])[O-:2].[Na+:6].[Na+:6].[Na+:6].[Na+:6].[C:64]([Cl:67])([Cl:66])=[CH2:65] |f:0.1.2.3.4,6.7,11.12.13.14.15.16|. Reported procedure: About 50 parts by weight of an aqueous sodium silicate solution containing about 14.7% Na2O and 29.4% SiO2 by weight, 2 parts by weight of para-aminobenzoic acid, 0.5 parts by weight of sodium lauryl sulphate, 0.05 parts by weight acetyl peroxide, 0.05 parts by weight of benzoyl peroxide and 30 parts by weight of vinylidene chloride are mixed thoroughly thereby forming a stable emulsion. The mixture is polymerized in 1 to 24 hours thereby producing a poly(sodium silicate-vinylidene chloride copo... Starting materials: NC1=NC(=C(C(=C1C=CC(=O)OCC)C)NC(C)=O)C (Ethyl 3-(2-amino-5-acetamido-4,6-dimethylpyrid-3-yl)-acrylate). Solvent: Cl (hydrochloric acid). The product is NC=1C(=C2C=CC(NC2=NC1C)=O)C (6-amino-5,7-dimethyl-1,8-naphthyridin-2(1H)-one). Reaction SMILES: [NH2:1][C:2]1[C:7]([CH:8]=[CH:9][C:10](OCC)=[O:11])=[C:6]([CH3:15])[C:5]([NH:16]C(=O)C)=[C:4]([CH3:20])[N:3]=1>Cl>[NH2:16][C:5]1[C:6]([CH3:15])=[C:7]2[C:2](=[N:3][C:4]=1[CH3:20])[NH:1][C:10](=[O:11])[CH:9]=[CH:8]2. Reported procedure: Ethyl 3-(2-amino-5-acetamido-4,6-dimethylpyrid-3-yl)-acrylate (2.48 g., 8.95 mmole) is heated under reflux in solution in 6N hydrochloric acid (24.8 ml.) for 6 days. The reaction mixture is filtered through a glass-fiber filter disc, the filtrate diluted slowly over a period of 15 minutes with ethanol (75 ml.) whereupon 1.043 g. (51.7%) of product in the form of the hydrochloride crystallizes from solution, m.p. 325° C. (dec.). A second crop raises the yield to 79%. Following recrystallization o... Reactants: CC(C)(C#N)N=NC(C)(C)C#N (AIBN), BrC=1C=C(C=C(C1)Cl)OC1=C(C=CC(=C1F)C)Cl (2-[(3-bromo-5-chlorophenyl)oxy]-1-chloro-3-fluoro-4-methylbenzene), C1CC(=O)N(C1=O)Br (NBS), CC(C)(C#N)N=NC(C)(C)C#N (AIBN). The solvent is C(Cl)(Cl)(Cl)Cl (carbon tetrachloride). Reaction conditions: temperature 80 celsius, time 8 hour. The product is BrC=1C=C(C=C(C1)Cl)OC1=C(C=CC(=C1F)CBr)Cl (2-[(3-bromo-5-chlorophenyl)oxy]-4-(bromomethyl)-1-chloro-3-fluorobenzene). Isolated yield 48.7%. Reaction SMILES: [Br:1][C:2]1[CH:3]=[C:4]([O:9][C:10]2[C:15]([F:16])=[C:14]([CH3:17])[CH:13]=[CH:12][C:11]=2[Cl:18])[CH:5]=[C:6]([Cl:8])[CH:7]=1.C1C(=O)N([Br:26])C(=O)C1.CC(N=NC(C#N)(C)C)(C#N)C>C(Cl)(Cl)(Cl)Cl>[Br:1][C:2]1[CH:3]=[C:4]([O:9][C:10]2[C:15]([F:16])=[C:14]([CH2:17][Br:26])[CH:13]=[CH:12][C:11]=2[Cl:18])[CH:5]=[C:6]([Cl:8])[CH:7]=1. Reported procedure: To a solution of 2-[(3-bromo-5-chlorophenyl)oxy]-1-chloro-3-fluoro-4-methylbenzene (9.69 g, 27.7 mmol) and NBS (4.93 g, 27.7 mmol) in carbon tetrachloride (250 ml) was added AIBN (0.227 g, 1.384 mmol) and the mixture was stirred at 80° C. overnight. An additional portion of AIBN (0.227 g, 1.384 mmol) was added and the mixture was stirred for another 4 hours. The mixture was cooled to rt, the solvent was removed and the crude material was purified via silica gel chromatography to give 2-[(3-bromo... Starting materials: CCOCC (ether), C(C)(C)N(C(C)C)CC (N,N-diisoproylethylamine), C(C1=CC=CC=C1)OC(=O)NC(SC)=NC(C1=CC=C(C=C1)OC)=O (1-benzyloxycarbonyl-3-(4-methoxy-benzoyl)-2-methyl-isothiourea), C(C(=O)O)(=O)O.C(C)NN (ethyl hydrazine oxalate). The solvent is CN(C)C=O (DMF). Run at temperature 50 celsius. Product: C(C1=CC=CC=C1)OC(NC1=NN(C(=N1)C1=CC=C(C=C1)OC)CC)=O ([1-ethyl-5-(4-methoxy-phenyl)-1H-1,2,4-triazol-3-yl]-carbamic acid benzyl ester). Isolated yield 92.4%. As a reaction SMILES: C(N(CC)C(C)C)(C)C.[CH2:10]([O:17][C:18]([NH:20][C:21](=[N:24][C:25](=O)[C:26]1[CH:31]=[CH:30][C:29]([O:32][CH3:33])=[CH:28][CH:27]=1)SC)=[O:19])[C:11]1[CH:16]=[CH:15][CH:14]=[CH:13][CH:12]=1.C(O)(=O)C(O)=O.[CH2:41]([NH:43][NH2:44])[CH3:42].CCOCC>CN(C=O)C>[CH2:10]([O:17][C:18](=[O:19])[NH:20][C:21]1[N:24]=[C:25]([C:26]2[CH:31]=[CH:30][C:29]([O:32][CH3:33])=[CH:28][CH:27]=2)[N:43]([CH2:41][CH3:42])[N:44]=1)[C:11]1[CH:16]=[CH:15][CH:14]=[CH:13][CH:12]=1 |f:2.3|. Procedure details: N,N-diisoproylethylamine (9.9 g, 76.8 mmol) is added to a solution of 1-benzyloxycarbonyl-3-(4-methoxy-benzoyl)-2-methyl-isothiourea (11.0 g, 30.7 mmol) and ethyl hydrazine oxalate (11.6 g, 76.8 mmol) in DMF (110.0 mL) and the reaction mixture is heated at 50° C. for 12 h. Ice and ether are added to the reaction mixture and the two phases are separated. The organic phase is dried over anhydrous Na2SO4, filtered and concentrated under reduced pressure to afford 10 g of [1-ethyl-5-(4-methoxy-pheny... Starting materials: [Al+3], C1CCOC1, COc1cc(OC)nc(NC(=O)NS(=O)(=O)c2ccccc2C(C)=O)n1, Cl, [H-], [H-], [H-], [H-], [Li+], O. The product is COc1cc(OC)nc(NC(=O)NS(=O)(=O)c2ccccc2C(C)O)n1. As a reaction SMILES: [Al+3:28].[CH2:35]1[O:36][CH2:37][CH2:38][CH2:39]1.[CH3:1][O:2][c:3]1[n:4][c:5]([NH:11][C:12](=[O:13])[NH:14][S:15](=[O:16])(=[O:17])[c:18]2[c:19]([C:24](=[O:25])[CH3:26])[cH:20][cH:21][cH:22][cH:23]2)[n:6][c:7]([O:9][CH3:10])[cH:8]1.[ClH:34].[H-:27].[H-:30].[H-:31].[H-:32].[Li+:29].[OH2:33]>>[CH3:1][O:2][c:3]1[n:4][c:5]([NH:11][C:12](=[O:13])[NH:14][S:15](=[O:16])(=[O:17])[c:18]2[c:19]([CH:24]([OH:25])[CH3:26])[cH:20][cH:21][cH:22][cH:23]2)[n:6][c:7]([O:9][CH3:10])[cH:8]1. Reactants: C(C)(C)(C)OC(=O)N1C(C(CC1)O)CCNC(=O)OCC1=CC=CC=C1 (2-(2-Benzyloxycarbonylamino-ethyl)-3-hydroxy-pyrrolidine-1-carboxylic acid tert-butyl ester), CCN(C(C)C)C(C)C (DIPEA), CS(=O)(=O)Cl (MsCl). Solvent: CCOC(=O)C (EtOAc), C(Cl)Cl (DCM). Reaction conditions: temperature 0 celsius, time 1 hour. The product is C(C)(C)(C)OC(=O)N1C(C(CC1)OS(=O)(=O)C)CCNC(=O)OCC1=CC=CC=C1 (2-(2-Benzyloxycarbonylamino-ethyl)-3-methanesulfonyloxy-pyrrolidine-1-carboxylic acid tert-butyl ester). As a reaction SMILES: [C:1]([O:5][C:6]([N:8]1[CH2:12][CH2:11][CH:10]([OH:13])[CH:9]1[CH2:14][CH2:15][NH:16][C:17]([O:19][CH2:20][C:21]1[CH:26]=[CH:25][CH:24]=[CH:23][CH:22]=1)=[O:18])=[O:7])([CH3:4])([CH3:3])[CH3:2].CCN(C(C)C)C(C)C.[CH3:36][S:37](Cl)(=[O:39])=[O:38]>C(Cl)Cl.CCOC(C)=O>[C:1]([O:5][C:6]([N:8]1[CH2:12][CH2:11][CH:10]([O:13][S:37]([CH3:36])(=[O:39])=[O:38])[CH:9]1[CH2:14][CH2:15][NH:16][C:17]([O:19][CH2:20][C:21]1[CH:22]=[CH:23][CH:24]=[CH:25][CH:26]=1)=[O:18])=[O:7])([CH3:4])([CH3:2])[CH3:3]. Procedure: A solution containing 112 (1.68 g, 4.60 mmol) and DIPEA (0.71 g, 5.53 mmol) in DCM (20 mL) was cooled to 0° C. MsCl (0.52 g, 4.60 mmol) was added. After 1 h, the reaction mixture was diluted with EtOAc and washed successively with dilute aqueous HCl, brine, dried over anhydrous Na2SO4, filtered, and concentrated. The crude product was purified by flash silica gel chromatography (1:1 to 1:3 hexanes/EtOAc) to afford 2.6 g (quant.) of 113. Starting materials: [Br-], C[Mg+], CON(C)C(=O)C1CCCN1C(=O)OCc1ccccc1, [Cl-], [NH4+], C1CCOC1. The product is CC(=O)C1CCCN1C(=O)OCc1ccccc1. Reaction SMILES: [Br-:1].[CH3:2][Mg+:3].[CH3:4][O:5][N:6]([C:7](=[O:8])[CH:9]1[N:10]([C:14](=[O:15])[O:16][CH2:17][c:18]2[cH:19][cH:20][cH:21][cH:22][cH:23]2)[CH2:11][CH2:12][CH2:13]1)[CH3:24].[Cl-:25].[NH4+:26].[O:27]1[CH2:28][CH2:29][CH2:30][CH2:31]1>>[CH3:2][C:7](=[O:8])[CH:9]1[N:10]([C:14](=[O:15])[O:16][CH2:17][c:18]2[cH:19][cH:20][cH:21][cH:22][cH:23]2)[CH2:11][CH2:12][CH2:13]1.